Dataset: the Open Reaction Database (ORD), a public repository of structured organic reaction records. Task: describe an organic reaction: reactants, conditions, products, and yield The reactants are COC=1C=C(O[C@@H]2COC3=CC=C(C=C3[C@@H]2O)OCC2=NC3=CC=CC=C3C=C2)C=CC1 ((±)-cis-3-(3-Methoxyphenoxy)-6-(2-quinolyl)methoxy-4-chromanol), Cl.CN(CC(=O)O)C (N,N-dimethylglycine hydrochloride), C1(CCCCC1)N=C=NC1CCCCC1 (dicyclohexylcarbodiimide). Reagents/catalysts: CN(C1=CC=NC=C1)C (4-(dimethylamino)pyridine). Run in C(Cl)Cl (CH2Cl2), C(Cl)Cl (CH2Cl2). Conditions: time 18 hour. The product is CN(CC(=O)O[C@@H]1[C@@H](COC2=CC=C(C=C12)OCC1=NC2=CC=CC=C2C=C1)OC1=CC(=CC=C1)OC)C (cis-3-(3-Methoxyphenoxy)-6-(2-quinolyl)methoxy-4-chromanyl N,N-Dimethylglycinate). Reaction SMILES: [CH3:1][O:2][C:3]1[CH:4]=[C:5]([CH:30]=[CH:31][CH:32]=1)[O:6][C@H:7]1[C@@H:16]([OH:17])[C:15]2[C:10](=[CH:11][CH:12]=[C:13]([O:18][CH2:19][C:20]3[CH:29]=[CH:28][C:27]4[C:22](=[CH:23][CH:24]=[CH:25][CH:26]=4)[N:21]=3)[CH:14]=2)[O:9][CH2:8]1.Cl.[CH3:34][N:35]([CH3:40])[CH2:36][C:37](O)=[O:38].C1(N=C=NC2CCCCC2)CCCCC1>CN(C)C1C=CN=CC=1.C(Cl)Cl>[CH3:34][N:35]([CH3:40])[CH2:36][C:37]([O:17][C@H:16]1[C:15]2[C:10](=[CH:11][CH:12]=[C:13]([O:18][CH2:19][C:20]3[CH:29]=[CH:28][C:27]4[C:22](=[CH:23][CH:24]=[CH:25][CH:26]=4)[N:21]=3)[CH:14]=2)[O:9][CH2:8][C@H:7]1[O:6][C:5]1[CH:30]=[CH:31][CH:32]=[C:3]([O:2][CH3:1])[CH:4]=1)=[O:38] |f:1.2|. Procedure details: To a solution of the title product of Example 26 (0.493 g), 4-(dimethylamino)pyridine (0.226 g) and N,N-dimethylglycine hydrochloride (0.193 g) in 30 ml of CH2Cl2 was added a solution of dicyclohexylcarbodiimide in 5 ml of CH2Cl2. After stirring 18 hours, by-product dicyclohexyl urea was recovered by filtration and the filtrate stripped to an oily solid which was chromatographed on a silica gel column with ether as eluant to yield purified title product, 0.44 g. 1H-NMR(CDCl3)delta(ppm): 2.15 (s,... Reactants: O (Water), [Li+].CC(C)[N-]C(C)C (LDA), C(C(C)C)(=O)OCC (ethyl isobutyrate), C(C#CCC)Cl (2-pentynyl chloride). Run in C1CCOC1 (THF). Run at temperature -78 celsius, time 2 hour. The product is CC(C(=O)OCC)(CC#CCC)C (ethyl 2,2-dimethylhept-4-ynoate). The yield is 65.5%. Reaction SMILES: [Li+].[CH3:2]C([N-]C(C)C)C.[C:9]([O:14][CH2:15][CH3:16])(=[O:13])[CH:10]([CH3:12])[CH3:11].[CH2:17](Cl)[C:18]#[C:19][CH2:20]C.O>C1COCC1>[CH3:11][C:10]([CH3:2])([CH2:12][C:17]#[C:18][CH2:19][CH3:20])[C:9]([O:14][CH2:15][CH3:16])=[O:13] |f:0.1|. Procedure: To a solution of LDA (146 ml, 291 mmol, 2M in THF) at −78° C. under nitrogen was added a solution of ethyl isobutyrate (33.9 g, 291 mmol) in dry THF (100 ml) and the mixture was stirred at −78° C. for 2 hours. To the mixture was added 2-pentynyl chloride (25 g, 243 mmol) slowly over a period of 20 min. The reaction mixture was slowly warmed to RT over a period of 12 hours. Water (200 ml) was added and the product was extracted with Et2O (2×200 ml). The combined organic layers were washed with wa... Reaction SMILES: [C:1](=[O:2])([CH3:3])[O:4][CH2:5][c:6]1[cH:7][c:8](-[c:12]2[cH:13][cH:14][c:15]([Br:17])[o:16]2)[cH:9][cH:10][cH:11]1.[CH3:20][OH:21].[Cl-:24].[K+:19].[Na+:23].[OH-:18].[OH2:22]>>[OH:4][CH2:5][c:6]1[cH:7][c:8](-[c:12]2[cH:13][cH:14][c:15]([Br:17])[o:16]2)[cH:9][cH:10][cH:11]1. Product: OCc1cccc(-c2ccc(Br)o2)c1. Reactants: CC(=O)OCc1cccc(-c2ccc(Br)o2)c1, CO, [Cl-], [K+], [Na+], [OH-], O. The reactants are Cl (hydrochloric acid), C(C)C1=CC2=C(C(C=3NC4=CC(=CC=C4C3C2=O)C#N)(C)C)C=C1N1CCC(CC1)N1CCOCC1 (9-Ethyl-6,6-dimethyl-8-(4-morpholin-4-yl-piperidin-1-yl)-11-oxo-6,11-dihydro-5H-benzo[b]carbazole-3-carbonitrile), C(C)O (ethanol). Solvent: 10, C(C)C(=O)C (methyl ethyl ketone), O (water), C(C)(=O)O (acetic acid). Conditions: temperature 60 celsius, time 30 minute. Yields the product Cl.C(C)C1=CC2=C(C(C=3NC4=CC(=CC=C4C3C2=O)C#N)(C)C)C=C1N1CCC(CC1)N1CCOCC1 (9-ethyl-6,6-dimethyl-8-(4-morpholin-4-yl-piperidin-1-yl)-11-oxo-6,11-dihydro-5H-benzo[b]carbazole-3-carbonitrile monohydrochloride salt). RXN SMILES: [CH2:1]([C:3]1[C:24]([N:25]2[CH2:30][CH2:29][CH:28]([N:31]3[CH2:36][CH2:35][O:34][CH2:33][CH2:32]3)[CH2:27][CH2:26]2)=[CH:23][C:6]2[C:7]([CH3:22])([CH3:21])[C:8]3[NH:9][C:10]4[C:15]([C:16]=3[C:17](=[O:18])[C:5]=2[CH:4]=1)=[CH:14][CH:13]=[C:12]([C:19]#[N:20])[CH:11]=4)[CH3:2].[ClH:37].C(O)C>C(C(C)=O)C.O.C(O)(=O)C>[ClH:37].[CH2:1]([C:3]1[C:24]([N:25]2[CH2:30][CH2:29][CH:28]([N:31]3[CH2:36][CH2:35][O:34][CH2:33][CH2:32]3)[CH2:27][CH2:26]2)=[CH:23][C:6]2[C:7]([CH3:22])([CH3:21])[C:8]3[NH:9][C:10]4[C:15]([C:16]=3[C:17](=[O:18])[C:5]=2[CH:4]=1)=[CH:14][CH:13]=[C:12]([C:19]#[N:20])[CH:11]=4)[CH3:2] |f:6.7|. Procedure: 9-Ethyl-6,6-dimethyl-8-(4-morpholin-4-yl-piperidin-1-yl)-11-oxo-6,11-dihydro-5H-benzo[b]carbazole-3-carbonitrile was dissolved in a mixture of 10 v/w of methyl ethyl ketone, 4 v/w of water, and 3 v/w of acetic acid at 60° C. To the dissolved solution, 1 v/w of hydrochloric acid (2 N) was added dropwise. After stirring at 60° C. for 30 minutes, 25 v/w of ethanol was added dropwise. The precipitated solid was filtered and dried to give 9-ethyl-6,6-dimethyl-8-(4-morpholin-4-yl-piperidin-1-yl)-11-ox... The reactants are Cl.N1CCC(CC1)=O (Piperidin-4-one hydrochloride), C[O-].[Na+] (sodium methoxide), C([O-])([O-])=O.[K+].[K+] (potassium carbonate), FC1=CC=C(C=C1)[N+](=O)[O-] (1-fluoro-4-nitro-benzene). Product: [N+](=O)([O-])C1=CC=C(C=C1)N1CCC(CC1)=O (1-(4-nitro-phenyl)-piperidin-4-one). Yield: 37.0%. As a reaction SMILES: Cl.[NH:2]1[CH2:7][CH2:6][C:5](=[O:8])[CH2:4][CH2:3]1.C[O-].[Na+].C(=O)([O-])[O-].[K+].[K+].F[C:19]1[CH:24]=[CH:23][C:22]([N+:25]([O-:27])=[O:26])=[CH:21][CH:20]=1>>[N+:25]([C:22]1[CH:23]=[CH:24][C:19]([N:2]2[CH2:7][CH2:6][C:5](=[O:8])[CH2:4][CH2:3]2)=[CH:20][CH:21]=1)([O-:27])=[O:26] |f:0.1,2.3,4.5.6|. Reported procedure: Piperidin-4-one hydrochloride was added to a methanolic solution of sodium methoxide (prepared from anhydrous methanol (50 mL) and sodium metal (0.85 g, 37 mmol)) and heated at reflux for 2 h then concentrated to dryness in vacuo. The residue was dissolved in acetonitrile (100 mL), then potassium carbonate (10.22 g, 74 mmol) and 1-fluoro-4-nitro-benzene (3.92 mL, 37 mmol) were added and the mixture was heated at reflux overnight. The solvent was evaporated in vacuo, the residue being washed with... Starting materials: [N+](=O)([O-])[O-].[Sm+3].[N+](=O)([O-])[O-].[N+](=O)([O-])[O-] (samarium nitrate), [N+](=O)([O-])[O-].[Sm+3].[N+](=O)([O-])[O-].[N+](=O)([O-])[O-] (samarium nitrate), C(C(=O)[O-])(=O)[O-].[NH4+].[NH4+] (ammonium oxalate), C(C(=O)[O-])(=O)[O-].[NH4+].[NH4+] (ammonium oxalate). Reagents/catalysts: [Co](Cl)Cl (cobalt chloride), [Co](Cl)Cl (cobalt chloride). Reaction conditions: temperature 70 celsius. Yields the product C(C(=O)[O-])(=O)[O-].[Sm+3].C(C(=O)[O-])(=O)[O-].C(C(=O)[O-])(=O)[O-].[Sm+3] (samarium oxalate). As a reaction SMILES: [N+]([O-])([O-])=O.[Sm+3:5].[N+]([O-])([O-])=O.[N+]([O-])([O-])=O.[C:14]([O-:19])(=[O:18])[C:15]([O-:17])=[O:16].[NH4+].[NH4+]>[Co](Cl)Cl>[C:14]([O-:19])(=[O:18])[C:15]([O-:17])=[O:16].[Sm+3:5].[C:14]([O-:19])(=[O:18])[C:15]([O-:17])=[O:16].[C:14]([O-:19])(=[O:18])[C:15]([O-:17])=[O:16].[Sm+3:5] |f:0.1.2.3,4.5.6,8.9.10.11.12|. Procedure: A solution of cobalt chloride having a gravity of 1.10 g/cm3 was mixed homogeneously with a solution of samarium nitrate having a concentration of 94 mg/ml in a volume proportion of 150:1. The mixed solution was heated to 70° C. A solution of ammonium oxalate having a gravity of 1.15 g/cm3 and a pH value of 5 was added to the mixture while stirring. The quantity of the added ammonium oxalate was 1.7 mole equivalent per mole equivalent cobalt chloride and samarium nitrate. The precipitates of cob... Starting materials: CC(=O)OC(C)=O, CC(=O)[O-], O=C1Cc2cc(OCc3cccc(F)c3)ccc2C=CN1, [Na+]. The product is CC(=O)N1C=Cc2ccc(OCc3cccc(F)c3)cc2CC1=O. As a reaction SMILES: [C:27]([O:28][C:29](=[O:30])[CH3:31])(=[O:32])[CH3:33].[CH3:23][C:24]([O-:25])=[O:26].[F:1][c:2]1[cH:3][c:4]([CH2:5][O:6][c:7]2[cH:8][cH:9][c:10]3[c:11]([cH:18]2)[CH2:12][C:13](=[O:17])[NH:14][CH:15]=[CH:16]3)[cH:19][cH:20][cH:21]1.[Na+:22]>>[F:1][c:2]1[cH:3][c:4]([CH2:5][O:6][c:7]2[cH:8][cH:9][c:10]3[c:11]([cH:18]2)[CH2:12][C:13](=[O:17])[N:14]([C:24]([CH3:23])=[O:25])[CH:15]=[CH:16]3)[cH:19][cH:20][cH:21]1.